From a dataset of the Open Reaction Database (ORD), a public repository of structured organic reaction records. describe an organic reaction: reactants, conditions, products, and yield Reactants: C(C)N(C1=NC(=CC(=C1)C1=NC(=NO1)C1=CC(=C(C(=C1)C)O)CC)C)CC (4-[5-(2-diethylamino-6-methyl-pyridin-4-yl)-[1,2,4]oxadiazol-3-yl]-2-ethyl-6-methyl-phenol), C1=CC=C(C=C1)P(C2=CC=CC=C2)C3=CC=CC=C3 (PPh3), C1[C@H](O1)CO ((R)-glycidol), CCOC(=O)/N=N/C(=O)OCC (DEAD). The solvent is C1CCOC1 (THF). Reaction conditions: time 1 hour. Product: C(C)N(C1=NC(=CC(=C1)C1=NC(=NO1)C1=CC(=C(C(=C1)C)OC[C@H]1OC1)CC)C)CC (diethyl-{4-[3-((S)-3-ethyl-5-methyl-4-oxiranylmethoxy-phenyl)-[1,2,4]oxadiazol-5-yl]-6-methyl-pyridin-2-yl}-amine). Isolated yield 93.9%. As a reaction SMILES: [CH2:1]([N:3]([CH2:26][CH3:27])[C:4]1[CH:9]=[C:8]([C:10]2[O:14][N:13]=[C:12]([C:15]3[CH:20]=[C:19]([CH3:21])[C:18]([OH:22])=[C:17]([CH2:23][CH3:24])[CH:16]=3)[N:11]=2)[CH:7]=[C:6]([CH3:25])[N:5]=1)[CH3:2].C1C=CC(P(C2C=CC=CC=2)C2C=CC=CC=2)=CC=1.[CH2:47]1[O:49][C@@H:48]1[CH2:50]O.CCOC(/N=N/C(OCC)=O)=O>C1COCC1>[CH2:26]([N:3]([CH2:1][CH3:2])[C:4]1[CH:9]=[C:8]([C:10]2[O:14][N:13]=[C:12]([C:15]3[CH:20]=[C:19]([CH3:21])[C:18]([O:22][CH2:50][C@@H:48]4[CH2:47][O:49]4)=[C:17]([CH2:23][CH3:24])[CH:16]=3)[N:11]=2)[CH:7]=[C:6]([CH3:25])[N:5]=1)[CH3:27]. Procedure: To a solution of 4-[5-(2-diethylamino-6-methyl-pyridin-4-yl)-[1,2,4]oxadiazol-3-yl]-2-ethyl-6-methyl-phenol (110 mg, 0.30 mmol) in THF (9 mL), PPh3 (150 mg, 0.57 mmol) and (R)-glycidol (42 mg, 0.57 mmol) are added. The mixture is cooled to 0° C. before DEAD (248 mg, 0.57 mmol) is added. The mixture stirred for 1 h and is warmed to rt. The solvent is evaporated and the crude product is purified by CC on silica gel eluting with heptane:EA 7:3 to give diethyl-{4-[3-((S)-3-ethyl-5-methyl-4-oxiranylm...